Dataset: the Open Reaction Database (ORD), a public repository of structured organic reaction records. Task: describe an organic reaction: reactants, conditions, products, and yield Run in C(Cl)Cl (CH2Cl2), O (water). Product: C(C1=CC=CC=C1)N1CCC(CC1)(C1=CC(=CC=C1)OC)C1=CC=C(C=C1)C=1OCC(N1)(C)C (1-Benzyl-4-[4-(4,4-dimethyl-4,5-dihydro-oxazol-2-yl)-phenyl]-4-(3-methoxy-phenyl)-piperidine). Conditions: temperature -50 celsius, time 0.5 hour. Isolated yield 67.6%. Procedure details: To a solution of 4-[1-Benzyl-4-(3-methoxy-phenyl)-piperidin-4-yl]-N-methyl-benzamide (1.01 g, 2.44 mmol), in CH2Cl2 (24 mL) was added pyridine (0.30 mL, 3.71 mmol). The reaction was cooled to −50° C. and triflic anhydride (0.45, 2.67 mmo) was added dropwise over 1 minutes. The reaction was stirred at −50° C. for 1.5 hours and at room temperature for 0.5 hours. The mixture was cooled to −50° C. and 2-amino-2-methyl propanol (0.36 mL, 3.77 mmol) was added. The reaction was allowed to warm to room ... As a reaction SMILES: [CH2:1]([N:8]1[CH2:13][CH2:12][C:11]([C:22]2[CH:31]=[CH:30][C:25]([C:26](NC)=O)=[CH:24][CH:23]=2)([C:14]2[CH:19]=[CH:18][CH:17]=[C:16]([O:20][CH3:21])[CH:15]=2)[CH2:10][CH2:9]1)[C:2]1[CH:7]=[CH:6][CH:5]=[CH:4][CH:3]=1.N1C=CC=CC=1.S(OS(C(F)(F)F)(=O)=O)(C(F)(F)F)(=O)=O.[NH2:53][C:54]([CH3:58])([CH3:57])[CH2:55][OH:56]>C(Cl)Cl.O>[CH2:1]([N:8]1[CH2:9][CH2:10][C:11]([C:22]2[CH:23]=[CH:24][C:25]([C:26]3[O:56][CH2:55][C:54]([CH3:58])([CH3:57])[N:53]=3)=[CH:30][CH:31]=2)([C:14]2[CH:19]=[CH:18][CH:17]=[C:16]([O:20][CH3:21])[CH:15]=2)[CH2:12][CH2:13]1)[C:2]1[CH:3]=[CH:4][CH:5]=[CH:6][CH:7]=1. Reactants: C(C1=CC=CC=C1)N1CCC(CC1)(C1=CC(=CC=C1)OC)C1=CC=C(C(=O)NC)C=C1 (4-[1-Benzyl-4-(3-methoxy-phenyl)-piperidin-4-yl]-N-methyl-benzamide), N1=CC=CC=C1 (pyridine), NC(CO)(C)C (2-amino-2-methyl propanol), S(=O)(=O)(C(F)(F)F)OS(=O)(=O)C(F)(F)F (triflic anhydride).